Dataset: the Open Reaction Database (ORD), a public repository of structured organic reaction records. Task: describe an organic reaction: reactants, conditions, products, and yield Starting materials: I\C=C\[C@H](C[C@@H](CCCC)C)O[Si](C)(C)C(C)(C)C ((1E,3S,5R)-1-iodo-3-(tert-butyldimethylsiloxy)-5-methyl-1-nonene), C(C)(C)(C)[C@@H]1C(=C(C(C1)=O)SCCCCCC(=O)OC)O[SiH](C)C ((4R)-tert-butyldimethylsiloxy-2-(5-methoxycarbonylpentylthio)-2-cyclopenten-1-one), C(C(C)C)(=O)OC(C(C)C)=O (isobutyric anhydride), C(C)(C)(C)[Li] (tert-butyllithium), C(#CCCCC)[Cu] (1-hexynylcopper). Solvent: CN(P(N(C)C)N(C)C)C (hexamethylphosphorous triamide). Yields the product COC(CCCCCSC1=C(C[C@H]([C@@H]1\C=C\[C@H](C[C@@H](CCCC)C)O[Si](C)(C)C(C)(C)C)O[Si](C)(C)C(C)(C)C)OC(C(C)C)=O)=O (methyl(11R,12S,13E,15S,17R)-9-isobutyryloxy-11,15-bis(tert-butyldimethylsiloxy)-17,20-dimethyl-7-thiaprosta-8,13-dienoate). Isolated yield 65.0%. As a reaction SMILES: I/[CH:2]=[CH:3]/[C@@H:4]([O:12][Si:13]([C:16]([CH3:19])([CH3:18])[CH3:17])([CH3:15])[CH3:14])[CH2:5][C@H:6]([CH3:11])[CH2:7][CH2:8][CH2:9][CH3:10].[C:20]([Li])([CH3:23])([CH3:22])[CH3:21].C([Cu])#CCCCC.C([C@H:36]1[CH2:40][C:39](=[O:41])[C:38]([S:42][CH2:43][CH2:44][CH2:45][CH2:46][CH2:47][C:48]([O:50][CH3:51])=[O:49])=[C:37]1O[SiH](C)C)(C)(C)C.[C:56]([O:61]C(=O)C(C)C)(=O)[CH:57]([CH3:59])[CH3:58]>CN(C)P(N(C)C)N(C)C>[CH3:51][O:50][C:48](=[O:49])[CH2:47][CH2:46][CH2:45][CH2:44][CH2:43][S:42][C:38]1[C@@H:37](/[CH:2]=[CH:3]/[C@@H:4]([O:12][Si:13]([C:16]([CH3:19])([CH3:18])[CH3:17])([CH3:15])[CH3:14])[CH2:5][C@H:6]([CH3:11])[CH2:7][CH2:8][CH2:9][CH3:10])[C@H:36]([O:12][Si:13]([C:20]([CH3:23])([CH3:22])[CH3:21])([CH3:15])[CH3:14])[CH2:40][C:39]=1[O:41][C:56](=[O:61])[CH:57]([CH3:59])[CH3:58]. Reported procedure: Using as the materials and reagents (1E,3S,5R)-1-iodo-3-(tert-butyldimethylsiloxy)-5-methyl-1-nonene (476 mg, 1.2 mmol), tert-butyllithium (1.54 mol/l, 1.56 ml, 2.4 mmol), 174 mg of 1-hexynylcopper, hexamethylphosphorous triamide (436 μl), (4R)-tert-butyldimethylsiloxy-2-(5-methoxycarbonylpentylthio)-2-cyclopenten-1-one (373 mg, 1 mmol), and isobutyric anhydride (448 μl), the same procedure was performed as in Example 1 to obtain methyl(11R,12S,13E,15S,17R)-9-isobutyryloxy-11,15-bis(tert-butyldi... Reactants: ClCCCNCC(F)(F)F ((3-chloropropyl)(2,2,2-trifluoroethyl)amine), ClC(=O)OC1=CC=CC=C1 (phenyl chloroformate), ClCCl (dichloromethane), TEA. The solvent is N1=CC=CC=C1 (pyridine). Run at time 3 hour. Product: ClCCCN(C(OC1=CC=CC=C1)=O)CC(F)(F)F (Phenyl N-(3-chloropropyl)-N-(2,2,2-trifluoroethyl)carbamate). RXN SMILES: [Cl:1][CH2:2][CH2:3][CH2:4][NH:5][CH2:6][C:7]([F:10])([F:9])[F:8].ClCCl.Cl[C:15]([O:17][C:18]1[CH:23]=[CH:22][CH:21]=[CH:20][CH:19]=1)=[O:16]>N1C=CC=CC=1>[Cl:1][CH2:2][CH2:3][CH2:4][N:5]([CH2:6][C:7]([F:10])([F:9])[F:8])[C:15](=[O:16])[O:17][C:18]1[CH:23]=[CH:22][CH:21]=[CH:20][CH:19]=1. Procedure details: Into a 500-mL round-bottom flask, was placed (3-chloropropyl)(2,2,2-trifluoroethyl)amine (5 g, 28.48 mmol, 1.00 equiv), dichloromethane (300 mL), TEA (5.8 g, 57.32 mmol, 2.00 equiv), pyridine (0.5 mL). To this was added dropwise phenyl chloroformate (4.4 g, 28.10 mmol, 1.00 equiv) at 0° C. The resulting solution was stirred for 3 h at room temperature. The resulting mixture was washed with 2×100 mL of H2O. The resulting mixture was washed with 2×100 mL of brine. The mixture was dried over sodium... Starting materials: CCOC(=O)CP(=O)(OCC)OCC, CN(C)C=O, CC(C)Cn1c(CNC(=O)OC(C)(C)C)c(-c2ccccc2)c2cc(C=O)ccc2c1=O, [H-], [Na+], O. Yields the product CCOC(=O)C=Cc1ccc2c(=O)n(CC(C)C)c(CNC(=O)OC(C)(C)C)c(-c3ccccc3)c2c1. Reaction SMILES: [CH2:1]([O:2][P:3]([O:4][CH2:5][CH3:6])(=[O:7])[CH2:9][C:10](=[O:11])[O:12][CH2:13][CH3:14])[CH3:8].[CH3:50][N:51]([CH3:52])[CH:53]=[O:54].[CH:17](=[O:18])[c:19]1[cH:20][c:21]2[c:22](-[c:43]3[cH:44][cH:45][cH:46][cH:47][cH:48]3)[c:23]([CH2:34][NH:35][C:36]([O:37][C:38]([CH3:39])([CH3:40])[CH3:41])=[O:42])[n:24]([CH2:30][CH:31]([CH3:32])[CH3:33])[c:25](=[O:29])[c:26]2[cH:27][cH:28]1.[H-:15].[Na+:16].[OH2:49]>>[CH:9]([C:10](=[O:11])[O:12][CH2:13][CH3:14])=[CH:17][c:19]1[cH:20][c:21]2[c:22](-[c:43]3[cH:44][cH:45][cH:46][cH:47][cH:48]3)[c:23]([CH2:34][NH:35][C:36]([O:37][C:38]([CH3:39])([CH3:40])[CH3:41])=[O:42])[n:24]([CH2:30][CH:31]([CH3:32])[CH3:33])[c:25](=[O:29])[c:26]2[cH:27][cH:28]1. Reactants: CC(C)(C)OC(=O)C1CC1c1ccccn1, ClCCl, Cl, C1COCCO1. Product: O=C(O)C1CC1c1ccccn1. Reaction SMILES: [C:1]([CH3:2])([CH3:3])([CH3:4])[O:5][C:6](=[O:7])[CH:8]1[CH:9]([c:11]2[n:12][cH:13][cH:14][cH:15][cH:16]2)[CH2:10]1.[Cl:18][CH2:19][Cl:20].[ClH:17].[O:21]1[CH2:22][CH2:23][O:24][CH2:25][CH2:26]1>>[O:5]=[C:6]([OH:7])[CH:8]1[CH:9]([c:11]2[n:12][cH:13][cH:14][cH:15][cH:16]2)[CH2:10]1. The reactants are O=C([O-])O, CC(C)(ON=C(C(=O)Cl)c1csc(NC(=O)CCl)n1)C(=O)OCc1ccc([N+](=O)[O-])cc1, Cl, NC(=O)NCC1NC(=O)C1N, [Na+], C1CCOC1, O. Yields the product CC(C)(ON=C(C(=O)NC1C(=O)NC1CNC(N)=O)c1csc(NC(=O)CCl)n1)C(=O)OCc1ccc([N+](=O)[O-])cc1. Reaction SMILES: [C:12](=[O:13])([OH:14])[O-:15].[Cl:18][CH2:19][C:20](=[O:21])[NH:22][c:23]1[s:24][cH:25][c:26]([C:28]([C:29](=[O:30])[Cl:31])=[N:32][O:33][C:34]([CH3:35])([C:36](=[O:37])[O:38][CH2:39][c:40]2[cH:41][cH:42][c:43]([N+:46](=[O:47])[O-:48])[cH:44][cH:45]2)[CH3:49])[n:27]1.[ClH:17].[NH2:1][CH:2]1[C:3](=[O:11])[NH:4][CH:5]1[CH2:6][NH:7][C:8](=[O:9])[NH2:10].[Na+:16].[O:51]1[CH2:52][CH2:53][CH2:54][CH2:55]1.[OH2:50]>>[NH:1]([CH:2]1[C:3](=[O:11])[NH:4][CH:5]1[CH2:6][NH:7][C:8](=[O:9])[NH2:10])[C:29]([C:28]([c:26]1[cH:25][s:24][c:23]([NH:22][C:20]([CH2:19][Cl:18])=[O:21])[n:27]1)=[N:32][O:33][C:34]([CH3:35])([C:36](=[O:37])[O:38][CH2:39][c:40]1[cH:41][cH:42][c:43]([N+:46](=[O:47])[O-:48])[cH:44][cH:45]1)[CH3:49])=[O:30].